Dataset: the Open Reaction Database (ORD), a public repository of structured organic reaction records. Task: describe an organic reaction: reactants, conditions, products, and yield Starting materials: C(=O)(C(F)(F)F)O (TFA), C(C)(C)(C)OC(NC=1C=CC2=C(SC(=C2)C2=NC(=NC=C2C)NCCCN2CCN(CC2)C)C1)=O ((2-{5-Methyl-2-[3-(4-methylpiperazin-1-yl)-propylamino]-pyrimidin-4-yl}-benzo[b]thiophen-6-yl)-carbamic acid tert-butyl ester), CO (methanol). Solvent: ClCCl (dichloromethane). Reaction conditions: time 20 hour. Product: NC=1C=CC2=C(SC(=C2)C2=NC(=NC=C2C)NCCCN2CCN(CC2)C)C1 ([4-(6-aminobenzo[b]thiophen-2-yl)-5-methylpyrimidin-2-yl]-[3-(4-methylpiperazin-1-yl)-propyl]-amine). The yield is 64.0%. As a reaction SMILES: C(OC(=O)[NH:7][C:8]1[CH:9]=[CH:10][C:11]2[CH:15]=[C:14]([C:16]3[C:21]([CH3:22])=[CH:20][N:19]=[C:18]([NH:23][CH2:24][CH2:25][CH2:26][N:27]4[CH2:32][CH2:31][N:30]([CH3:33])[CH2:29][CH2:28]4)[N:17]=3)[S:13][C:12]=2[CH:34]=1)(C)(C)C.C(O)(C(F)(F)F)=O.CO>ClCCl>[NH2:7][C:8]1[CH:9]=[CH:10][C:11]2[CH:15]=[C:14]([C:16]3[C:21]([CH3:22])=[CH:20][N:19]=[C:18]([NH:23][CH2:24][CH2:25][CH2:26][N:27]4[CH2:32][CH2:31][N:30]([CH3:33])[CH2:29][CH2:28]4)[N:17]=3)[S:13][C:12]=2[CH:34]=1. Procedure: (2-{5-Methyl-2-[3-(4-methylpiperazin-1-yl)-propylamino]-pyrimidin-4-yl}-benzo[b]thiophen-6-yl)-carbamic acid tert-butyl ester (0.33 g, 0.66 mmol) is dissolved in dichloromethane (6 mL) and TFA (0.78 mL) is added. The solution is stirred for 20 hours before adding methanol. The mixture is passed through an SCX column. After eluting with methanol, 20% of 2.0 M NH3/MeOH in EtOAc is used to elute the product which is then chromatographed on silica gel, eluting with 2.0 M NH3/MeOH in dichloromethane ... The reactants are C(C)(C)(C)OC(=O)N1C(OC[C@@H]1\C=C(\C1=CC=CC=C1)/Br)(C)C ((S)-4-((Z)-2-bromo-2-phenyl-vinyl)-2,2-dimethyl-oxazolidine-3-carboxylic acid tert-butyl ester), C(C)[Zn]CC (diethylzinc). The product is C(C)(C)(C)OC(=O)N1C(OC[C@@H]1\C=C(/CC)\C1=CC=CC=C1)(C)C ((S)-2,2-dimethyl-4-((E)-2-phenyl-but-1-enyl)-oxazolidine-3-carboxylic acid tert-butyl ester). As a reaction SMILES: [C:1]([O:5][C:6]([N:8]1[C@@H:12](/[CH:13]=[C:14](\Br)/[C:15]2[CH:20]=[CH:19][CH:18]=[CH:17][CH:16]=2)[CH2:11][O:10][C:9]1([CH3:23])[CH3:22])=[O:7])([CH3:4])([CH3:3])[CH3:2].[CH2:24]([Zn]CC)[CH3:25]>>[C:1]([O:5][C:6]([N:8]1[C@@H:12](/[CH:13]=[C:14](/[C:15]2[CH:20]=[CH:19][CH:18]=[CH:17][CH:16]=2)\[CH2:24][CH3:25])[CH2:11][O:10][C:9]1([CH3:23])[CH3:22])=[O:7])([CH3:4])([CH3:3])[CH3:2]. Procedure: In analogy to example 162c (S)-4-((Z)-2-bromo-2-phenyl-vinyl)-2,2-dimethyl-oxazolidine-3-carboxylic acid tert-butyl ester was reacted with diethylzinc to give (S)-2,2-dimethyl-4-((E)-2-phenyl-but-1-enyl)-oxazolidine-3-carboxylic acid tert-butyl ester. Colourless oil. MS (ISP): 332.3 ([M+H]+). Starting materials: CN1N=CC(=C1C(F)(F)F)[C@@H](C)N[S@](=O)C(C)(C)C ((R)-N-((R)-1-(1-methyl-5-(trifluoromethyl)-1H-pyrazol-4-yl)ethyl)-2-methylpropane-2-sulfinamide), Cl (HCl). Solvent: O1CCOCC1 (dioxane). Reaction conditions: time 8 hour. Yields the product Cl.Cl.CN1N=CC(=C1C(F)(F)F)[C@@H](C)N ((R)-1-(1-methyl-5-(trifluoromethyl)-1H-pyrazol-4-yl)ethanamine, Dihydrochloride). RXN SMILES: [CH3:1][N:2]1[C:6]([C:7]([F:10])([F:9])[F:8])=[C:5]([C@H:11]([NH:13][S@@](C(C)(C)C)=O)[CH3:12])[CH:4]=[N:3]1.[ClH:20]>O1CCOCC1>[ClH:20].[ClH:20].[CH3:1][N:2]1[C:6]([C:7]([F:8])([F:9])[F:10])=[C:5]([C@H:11]([NH2:13])[CH3:12])[CH:4]=[N:3]1 |f:3.4.5|. Procedure details: (R)-N-((R)-1-(1-methyl-5-(trifluoromethyl)-1H-pyrazol-4-yl)ethyl)-2-methylpropane-2-sulfinamide (0.135 g, 0.00045 mole) was dissolved in HCl in dioxane (4M, 8 ml) and the solution stirred at room temperature overnight under nitrogen. The solution was evaporated and the residue suspended in ether and the white solid filtered off under a blanket of nitrogen. Yield 120 mg 99% (hygroscopic). 1H NMR (400 MHz CD3OD) 7.74 (s, 1H) 4.67, 4.66, 4.64, 4.62 (q, 1H) 4.02 (s, 3H) 1.63, 1.61 (d, 3H) MS (ESI) m... Reactants: O1[C@]23[C@H]1C[C@@H]([C@@]2(C)CC[C@@H]2[C@]1(CC[C@@H](C[C@H]1CC[C@@H]32)O)C)C3=COC=C3 (14β,15β-epoxy-17β(3-furyl)-5β-androstan-3β-ol), 377)in, N1C=NC=C1 (imidazole), [Si](C)(C)(C(C)(C)C)Cl (t-butyldimethylsilyl chloride), O1C=C(C=C1)[C@@H]1[C@]2(C)[C@](CC1)([C@@H]1CC[C@@H]3C[C@H](CC[C@]3(C)[C@H]1CC2)O)O (17β-(3-furyl)-5β-androstane-3β,14β-diol). Solvent: CN(C=O)C (dimethylformamide), O (water). The product is [Si](C)(C)(C(C)(C)C)O[C@@H]1C[C@H]2CC[C@H]3[C@]4(CC[C@@H]([C@@]4(C)CC[C@@H]3[C@]2(CC1)C)C1=COC=C1)O (3β-tert-butyldimethylsilyloxy-17β-(3-furyl)-5β-androstan-14β-ol). Isolated yield 113.7%. As a reaction SMILES: [O:1]1[CH:5]=[CH:4][C:3]([C@H:6]2[CH2:11][CH2:10][C@:9]3([OH:26])[C@H:12]4[C@H:22]([CH2:23][CH2:24][C@:7]23[CH3:8])[C@:20]2([CH3:21])[C@@H:15]([CH2:16][C@@H:17]([OH:25])[CH2:18][CH2:19]2)[CH2:14][CH2:13]4)=[CH:2]1.O1[C@@H]2C[C@H](C3C=COC=3)[C@]3(CC[C@H]4[C@H]([C@@]123)CC[C@H]1[C@]4(C)CC[C@H](O)C1)C.N1C=CN=C1.[Si:58](Cl)([C:61]([CH3:64])([CH3:63])[CH3:62])([CH3:60])[CH3:59]>O.CN(C)C=O>[Si:58]([O:25][C@H:17]1[CH2:18][CH2:19][C@@:20]2([CH3:21])[C@H:15]([CH2:14][CH2:13][C@@H:12]3[C@@H:22]2[CH2:23][CH2:24][C@@:7]2([CH3:8])[C@:9]3([OH:26])[CH2:10][CH2:11][C@@H:6]2[C:3]2[CH:4]=[CH:5][O:1][CH:2]=2)[CH2:16]1)([C:61]([CH3:64])([CH3:63])[CH3:62])([CH3:60])[CH3:59]. Procedure: To a solution of 10 g of 17β-(3-furyl)-5β-androstane-3β,14β-diol (II-a: Ref. comp.) (Minato H. and Nagasaki T., J. Chem. Soc. (C), 1966, 377)in 80 ml of dimethylformamide, 18 g of imidazole and 20.0 g of t-butyldimethylsilyl chloride were added at 0° C. After 12 hrs the mixture was poured into water and extracted with ethyl acetate. The organic layer was dried over sodium sulfate and evaporated to dryness under reduced pressure and 15 g of crude 3β-tert-butyldimethylsilyloxy-17β-(3-furyl)-5β-and... Starting materials: CCOC(=O)/N=N/C(=O)OCC (Diethylazodicarboxylate), OC1=CC=C(CC#N)C=C1 (4-hydroxybenzyl cyanide), C(CC1=CC=CC=C1)O (phenethylalcohol), C1(=CC=CC=C1)P(C1=CC=CC=C1)C1=CC=CC=C1 (triphenylphosphine). Run in C1CCOC1 (THF). Run at time 24 hour. The product is C1(=CC=CC=C1)CCOC1=CC=C(C=C1)CC#N (4-(2-Phenylethoxy)phenylacetonitrile). The yield is 65.8%. As a reaction SMILES: CCOC(/N=N/C(OCC)=O)=O.[OH:13][C:14]1[CH:22]=[CH:21][C:17]([CH2:18][C:19]#[N:20])=[CH:16][CH:15]=1.[CH2:23](O)[CH2:24][C:25]1[CH:30]=[CH:29][CH:28]=[CH:27][CH:26]=1.C1(P(C2C=CC=CC=2)C2C=CC=CC=2)C=CC=CC=1>C1COCC1>[C:25]1([CH2:24][CH2:23][O:13][C:14]2[CH:22]=[CH:21][C:17]([CH2:18][C:19]#[N:20])=[CH:16][CH:15]=2)[CH:30]=[CH:29][CH:28]=[CH:27][CH:26]=1. Procedure details: Diethylazodicarboxylate (DEAD, 7.85 g, 45.1 mmol), was added to a solution of 4-hydroxybenzyl cyanide (5.0 g, 37.6 mmol), phenethylalcohol (5.04 g, 41.3 mmol), and triphenylphosphine (11.82 g, 45.1 mmol) in anhydrous THF (100 mL) at room temperature. A water bath was used to maintain the temperature of the exothermic reaction near ambient. The water bath was removed after 40 minutes and the yellow solution stirred 24 hours. Water was added and the mixture extracted with ether (3×100 mL). The com... The reactants are BrC=1C=C(C(=O)OC)C=CC1C (Methyl 3-bromo-4-methylbenzoate), BrN1C(CCC1=O)=O (N-bromosuccinimide), N(=NC(C#N)(C)C)C(C#N)(C)C (2,2′-azobisisobutyronitrile), resultant mixture. Reported procedure: To a solution of 1.09 g (4.76 mmol) of the product from Example 224 Step A in 7 mL of carbon tetrachloride was added 847 mg (4.76 mmol) of N-bromosuccinimide and 78 mg (0.48 mmol) of 2,2′-azobisisobutyronitrile. The resultant mixture was heated at reflux for 2 5 hours, cooled to ambient temperature, diluted with carbon tetrachloride and filtered through celite. The filtrate was concentrated in vacuo and carried on without purification assuming 100% conversion. HPLC/MS (ESI) m/z (M+H)=310.9 (3.68... The solvent is C(Cl)(Cl)(Cl)Cl (carbon tetrachloride), C(Cl)(Cl)(Cl)Cl (carbon tetrachloride). Product: BrC=1C=C(C(=O)OC)C=CC1CBr (Methyl 3-bromo-4-bromomethylbenzoate). RXN SMILES: [Br:1][C:2]1[CH:3]=[C:4]([CH:9]=[CH:10][C:11]=1[CH3:12])[C:5]([O:7][CH3:8])=[O:6].[Br:13]N1C(=O)CCC1=O.N(C(C)(C)C#N)=NC(C)(C)C#N>C(Cl)(Cl)(Cl)Cl>[Br:1][C:2]1[CH:3]=[C:4]([CH:9]=[CH:10][C:11]=1[CH2:12][Br:13])[C:5]([O:7][CH3:8])=[O:6]. Starting materials: N1C=C(C2=CC=CC=C12)CCC(=O)O (3-(3-indolyl)-propionic acid), CNC=1C=C(C=CC1)C(=CCCCC(=O)OC)C=1C=NC=CC1 (methyl 6-(3-methylaminophenyl)-6-(3-pyridyl)-hex-5-enoate), C(=O)(N1C=NC=C1)N1C=NC=C1 (carbonyldiimidazole). Run in O1CCCC1 (tetrahydrofuran). Product: CN(C=1C=C(C=CC1)C(=CCCCC(=O)O)C=1C=NC=CC1)C(CCC1=CNC2=CC=CC=C12)=O (6-[3-(N-Methyl-3-(3-indolyl)-propionylamino)-phenyl]-6-(3-pyridyl)-hex-5-enoic acid). RXN SMILES: [NH:1]1[C:9]2[C:4](=[CH:5][CH:6]=[CH:7][CH:8]=2)[C:3]([CH2:10][CH2:11][C:12]([OH:14])=O)=[CH:2]1.[CH3:15][NH:16][C:17]1[CH:18]=[C:19]([C:23]([C:32]2[CH:33]=[N:34][CH:35]=[CH:36][CH:37]=2)=[CH:24][CH2:25][CH2:26][CH2:27][C:28]([O:30]C)=[O:29])[CH:20]=[CH:21][CH:22]=1.C(N1C=CN=C1)(N1C=CN=C1)=O>O1CCCC1>[CH3:15][N:16]([C:12](=[O:14])[CH2:11][CH2:10][C:3]1[C:4]2[C:9](=[CH:8][CH:7]=[CH:6][CH:5]=2)[NH:1][CH:2]=1)[C:17]1[CH:18]=[C:19]([C:23]([C:32]2[CH:33]=[N:34][CH:35]=[CH:36][CH:37]=2)=[CH:24][CH2:25][CH2:26][CH2:27][C:28]([OH:30])=[O:29])[CH:20]=[CH:21][CH:22]=1. Reported procedure: A mixture of 1.9 g of 3-(3-indolyl)-propionic acid, 2.3 g of methyl 6-(3-methylaminophenyl)-6-(3-pyridyl)-hex-5-enoate and 1.8 g of carbonyldiimidazole is refluxed for 48 hours in 50 ml of tetrahydrofuran. The reaction mixture is evaporated down, the residue is taken up in water and extracted with ethyl acetate. The organic phase is evaporated down and the residue is saponified in a mixture of 20 ml of ethanol and 6 ml of 4N sodium hydroxide solution at 50° C. for 30 minutes. The reaction mixtur...